Dataset: the Open Reaction Database (ORD), a public repository of structured organic reaction records. Task: describe an organic reaction: reactants, conditions, products, and yield Product: COc1ccc(C2=C(c3ccc(OCc4ccc5ccccc5n4)cc3)C(=O)C(C)(C)O2)cc1C#N. The reactants are COc1ccc(C2=C(Br)C(=O)C(C)(C)O2)cc1C#N, O=C([O-])[O-], CC1(C)OB(c2ccc(OCc3ccc4ccccc4n3)cc2)OC1(C)C, Cc1ccccc1, [Cs+], [Cs+], O. RXN SMILES: [Br:1][C:2]1=[C:3]([c:10]2[cH:11][cH:12][c:13]([O:18][CH3:19])[c:14]([C:15]#[N:16])[cH:17]2)[O:4][C:5]([CH3:8])([CH3:9])[C:6]1=[O:7].[C:47](=[O:48])([O-:49])[O-:50].[CH3:20][C:21]1([CH3:22])[C:23]([CH3:24])([CH3:25])[O:26][B:27]([c:28]2[cH:29][cH:30][c:31]([O:32][CH2:33][c:34]3[n:35][c:36]4[cH:37][cH:38][cH:39][cH:40][c:41]4[cH:42][cH:43]3)[cH:44][cH:45]2)[O:46]1.[CH3:53][c:54]1[cH:55][cH:56][cH:57][cH:58][cH:59]1.[Cs+:51].[Cs+:52].[OH2:60]>>[C:2]1([c:28]2[cH:29][cH:30][c:31]([O:32][CH2:33][c:34]3[n:35][c:36]4[cH:37][cH:38][cH:39][cH:40][c:41]4[cH:42][cH:43]3)[cH:44][cH:45]2)=[C:3]([c:10]2[cH:11][cH:12][c:13]([O:18][CH3:19])[c:14]([C:15]#[N:16])[cH:17]2)[O:4][C:5]([CH3:8])([CH3:9])[C:6]1=[O:7]. Starting materials: C1CNCCN1, CC(C)(C)Nc1nc(Cl)cc(N2CCCC2)n1. Yields the product CC(C)(C)Nc1nc(N2CCCC2)cc(N2CCNCC2)n1. RXN SMILES: [CH2:18]1[CH2:19][NH:20][CH2:21][CH2:22][NH:23]1.[Cl:1][c:2]1[n:3][c:4]([NH:13][C:14]([CH3:15])([CH3:16])[CH3:17])[n:5][c:6]([N:8]2[CH2:9][CH2:10][CH2:11][CH2:12]2)[cH:7]1>>[c:2]1([N:20]2[CH2:19][CH2:18][NH:23][CH2:22][CH2:21]2)[n:3][c:4]([NH:13][C:14]([CH3:15])([CH3:16])[CH3:17])[n:5][c:6]([N:8]2[CH2:9][CH2:10][CH2:11][CH2:12]2)[cH:7]1. The reactants are O=S(=O)(c1ccccc1)n1ccc2c(Br)ccnc21, C1CCOC1, [Li]CCCC, CC(C)NC(C)C, C[Si](C)(C)Cl. As a reaction SMILES: [Br:13][c:14]1[c:15]2[c:16]([n:17][cH:18][cH:19]1)[n:20]([S:23](=[O:24])(=[O:25])[c:26]1[cH:27][cH:28][cH:29][cH:30][cH:31]1)[cH:21][cH:22]2.[CH2:37]1[O:38][CH2:39][CH2:40][CH2:41]1.[CH3:8][CH2:9][CH2:10][CH2:11][Li:12].[CH:1]([NH:2][CH:3]([CH3:4])[CH3:5])([CH3:6])[CH3:7].[Cl:32][Si:33]([CH3:34])([CH3:35])[CH3:36]>>[Br:13][c:14]1[c:15]2[c:16]([n:17][cH:18][cH:19]1)[n:20]([S:23](=[O:24])(=[O:25])[c:26]1[cH:27][cH:28][cH:29][cH:30][cH:31]1)[c:21]([Si:33]([CH3:34])([CH3:35])[CH3:36])[cH:22]2. Product: C[Si](C)(C)c1cc2c(Br)ccnc2n1S(=O)(=O)c1ccccc1. The reactants are FC1=CC=C(COC(N(CC2=C(C=CC(=C2)C(F)(F)F)B2OC(C(O2)(C)C)(C)C)CC)=O)C=C1 (ethyl-[2-(4,4,5,5-tetramethyl-[1,3,2]dioxaborolan-2-yl)-5-trifluoromethyl-benzyl]-carbamic acid 4-fluoro-benzyl ester), COC(CC1=CC(=CC(=C1)C(F)(F)F)OS(=O)(=O)C(F)(F)F)=O ((3-trifluoromethanesulfonyloxy-5-trifluoromethyl-phenyl)-acetic acid methyl ester). The product is COC(CC=1C=C(C=C(C1)C(F)(F)F)C1=C(C=C(C=C1)C(F)(F)F)CN(C(=O)OCC1=CC=C(C=C1)F)CC)=O ((2′-{[Ethyl-(4-fluoro-benzyloxycarbonyl)-amino]-methyl}-5,4′-bis-trifluoromethyl-biphenyl-3-yl)-acetic acid methyl ester). As a reaction SMILES: [F:1][C:2]1[CH:34]=[CH:33][C:5]([CH2:6][O:7][C:8](=[O:32])[N:9]([CH2:30][CH3:31])[CH2:10][C:11]2[CH:16]=[C:15]([C:17]([F:20])([F:19])[F:18])[CH:14]=[CH:13][C:12]=2B2OC(C)(C)C(C)(C)O2)=[CH:4][CH:3]=1.[CH3:35][O:36][C:37](=[O:57])[CH2:38][C:39]1[CH:44]=[C:43]([C:45]([F:48])([F:47])[F:46])[CH:42]=[C:41](OS(C(F)(F)F)(=O)=O)[CH:40]=1>>[CH3:35][O:36][C:37](=[O:57])[CH2:38][C:39]1[CH:40]=[C:41]([C:12]2[CH:13]=[CH:14][C:15]([C:17]([F:18])([F:19])[F:20])=[CH:16][C:11]=2[CH2:10][N:9]([CH2:30][CH3:31])[C:8]([O:7][CH2:6][C:5]2[CH:4]=[CH:3][C:2]([F:1])=[CH:34][CH:33]=2)=[O:32])[CH:42]=[C:43]([C:45]([F:47])([F:46])[F:48])[CH:44]=1. Procedure: Prepared according to the procedure described in Example 1, Step 4, using the following starting materials: ethyl-[2-(4,4,5,5-tetramethyl-[1,3,2]dioxaborolan-2-yl)-5-trifluoromethyl-benzyl]-carbamic acid 4-fluoro-benzyl ester and (3-trifluoromethanesulfonyloxy-5-trifluoromethyl-phenyl)-acetic acid methyl ester. The reactants are C1CCOC1, CC(=O)OC(C)=O, O=CO, O=S(=O)(CC(NO)C1CCCO1)N1CCc2ccc(Cl)cc2C1. The product is O=CN(O)C(CS(=O)(=O)N1CCc2ccc(Cl)cc2C1)C1CCCO1. Reaction SMILES: [CH2:34]1[O:35][CH2:36][CH2:37][CH2:38]1.[CH3:4][C:5]([O:6][C:7](=[O:8])[CH3:9])=[O:10].[CH:1](=[O:2])[OH:3].[Cl:11][c:12]1[cH:13][cH:14][c:15]2[c:20]([cH:21]1)[CH2:19][N:18]([S:22](=[O:23])(=[O:24])[CH2:25][CH:26]([NH:27][OH:28])[CH:29]1[O:30][CH2:31][CH2:32][CH2:33]1)[CH2:17][CH2:16]2>>[CH:1](=[O:3])[N:27]([CH:26]([CH2:25][S:22]([N:18]1[CH2:17][CH2:16][c:15]2[cH:14][cH:13][c:12]([Cl:11])[cH:21][c:20]2[CH2:19]1)(=[O:23])=[O:24])[CH:29]1[O:30][CH2:31][CH2:32][CH2:33]1)[OH:28]. The reactants are CN(C)C=O, ClCCl, N#Cc1cnc(Nc2cc(CO)ccn2)s1, O=P(Cl)(Cl)Cl. Product: N#Cc1cnc(Nc2cc(CCl)ccn2)s1. RXN SMILES: [CH3:17][N:18]([CH3:19])[CH:20]=[O:21].[Cl:27][CH2:28][Cl:29].[OH:1][CH2:2][c:3]1[cH:4][c:5]([NH:9][c:10]2[s:11][c:12]([C:15]#[N:16])[cH:13][n:14]2)[n:6][cH:7][cH:8]1.[P:22]([Cl:23])([Cl:24])([Cl:25])=[O:26]>>[CH2:2]([c:3]1[cH:4][c:5]([NH:9][c:10]2[s:11][c:12]([C:15]#[N:16])[cH:13][n:14]2)[n:6][cH:7][cH:8]1)[Cl:24]. Starting materials: NC=1C(=NON1)C(=O)O (4-amino-1,2,5-oxadiazole-3-carboxylic acid), ClC1=C(N)C=C(C=C1)Cl (2,5-dichloroaniline). The product is NC=1C(=NON1)C(=O)NC1=C(C=CC(=C1)Cl)Cl (4-Amino-N-(2,5-dichlorophenyl)-1,2,5-oxadiazole-3-carboxamide). RXN SMILES: [NH2:1][C:2]1[C:3]([C:7]([OH:9])=O)=[N:4][O:5][N:6]=1.[Cl:10][C:11]1[CH:17]=[CH:16][C:15]([Cl:18])=[CH:14][C:12]=1[NH2:13]>>[NH2:1][C:2]1[C:3]([C:7]([NH:13][C:12]2[CH:14]=[C:15]([Cl:18])[CH:16]=[CH:17][C:11]=2[Cl:10])=[O:9])=[N:4][O:5][N:6]=1. Procedure details: This compound was prepared according to the procedure of Example 45, Step 1, using 4-amino-1,2,5-oxadiazole-3-carboxylic acid and 2,5-dichloroaniline as the starting materials. LCMS for C9H7Cl2N4O2 (M+H)+: m/z=273.0.